This data is from the Open Reaction Database (ORD), a public repository of structured organic reaction records. The task is: describe an organic reaction: reactants, conditions, products, and yield Starting materials: C(C)OC=1C=C2C(=C(C=NC2=NC1C)C(=O)OCC)O (ethyl 6-ethoxy-4-hydroxy-7-methyl-1,8-naphthyridine-3-carboxylate), [OH-].[Na+] (sodium hydroxide). Run in IMS, O (water). Product: C(C)OC=1C=C2C(=C(C=NC2=NC1C)C(=O)O)O (6-ethoxy-4-hydroxy-7-methyl-1,8-naphthyridine-3-carboxylic acid). RXN SMILES: [CH2:1]([O:3][C:4]1[CH:5]=[C:6]2[C:11](=[N:12][C:13]=1[CH3:14])[N:10]=[CH:9][C:8]([C:15]([O:17]CC)=[O:16])=[C:7]2[OH:20])[CH3:2].[OH-].[Na+]>O>[CH2:1]([O:3][C:4]1[CH:5]=[C:6]2[C:11](=[N:12][C:13]=1[CH3:14])[N:10]=[CH:9][C:8]([C:15]([OH:17])=[O:16])=[C:7]2[OH:20])[CH3:2] |f:1.2|. Procedure: A mixture of ethyl 6-ethoxy-4-hydroxy-7-methyl-1,8-naphthyridine-3-carboxylate (10.0 g), 5M sodium hydroxide solution (200 ml), IMS (64 ml) and water (64 ml) was boiled under reflux for 2 hours. The mixture was cooled to ambient temperature and then filtered. The residue was dissolved in water, acidified to pH 5 with glacial acetic acid and filtered. The residue was triturated with hot IMS, cooled and filtered to give 6-ethoxy-4-hydroxy-7-methyl-1,8-naphthyridine-3-carboxylic acid, m.p. 259°-261...